Dataset: the Open Reaction Database (ORD), a public repository of structured organic reaction records. Task: describe an organic reaction: reactants, conditions, products, and yield Reported procedure: A microwave vial was charged with (S)-3-bromo-7-iodo-5′,6′-dihydrospiro[chromeno[2,3-b]pyridine-5,4′-[1,3]oxazin]-2′-amine (500 mg, 1.059 mmol, Intermediate 25), copper(I) iodide (20.17 mg, 0.106 mmol), (+)-sodium 1-ascorbate (10.49 mg, 0.053 mmol) and sodium azide (0.074 ml, 2.118 mmol). The vial was evacuated and backfilled with nitrogen. EtOH (2 ml), rac-trans-1,2-diaminocyclohexane (0.019 ml, 0.159 mmol) and water (0.9 ml) were added. The reaction mixture was heated overnight to 56° C. An ad... The reagents and catalysts are [Cu]I (copper(I) iodide). The product is N(=[N+]=[N-])C=1C=C2C(=CC1)OC1=NC=C(C=C1[C@@]21N=C(OCC1)N)Br ((S)-7-azido-3-bromo-5′,6′-dihydrospiro[chromeno[2,3-b]pyridine-5,4′-[1,3]oxazin]-2′-amine). Starting materials: CCO (EtOH), N[C@H]1[C@@H](CCCC1)N (rac-trans-1,2-diaminocyclohexane), BrC=1C=C2C(=NC1)OC1=CC=C(C=C1[C@]21N=C(OCC1)N)I ((S)-3-bromo-7-iodo-5′,6′-dihydrospiro[chromeno[2,3-b]pyridine-5,4′-[1,3]oxazin]-2′-amine), BrC=1C=C2C(=NC1)OC1=CC=C(C=C1[C@]21N=C(OCC1)N)I ((S)-3-bromo-7-iodo-5′,6′-dihydrospiro[chromeno[2,3-b]pyridine-5,4′-[1,3]oxazin]-2′-amine), (+)-sodium 1-ascorbate, [N-]=[N+]=[N-].[Na+] (sodium azide). As a reaction SMILES: [Br:1][C:2]1[CH:3]=[C:4]2[C@:15]3([CH2:20][CH2:19][O:18][C:17]([NH2:21])=[N:16]3)[C:14]3[C:9](=[CH:10][CH:11]=[C:12](I)[CH:13]=3)[O:8][C:5]2=[N:6][CH:7]=1.[N-:23]=[N+:24]=[N-:25].[Na+].CCO.N[C@@H]1CCCC[C@H]1N>[Cu]I.O>[N:23]([C:12]1[CH:13]=[C:14]2[C@@:15]3([CH2:20][CH2:19][O:18][C:17]([NH2:21])=[N:16]3)[C:4]3[C:5](=[N:6][CH:7]=[C:2]([Br:1])[CH:3]=3)[O:8][C:9]2=[CH:10][CH:11]=1)=[N+:24]=[N-:25] |f:1.2|. Solvent: O (water).